The task is: describe an organic reaction: reactants, conditions, products, and yield. This data is from the Open Reaction Database (ORD), a public repository of structured organic reaction records. Starting materials: secondary amine, N1=CC=CC=C1 (pyridine), IC1=CC=C(C(=O)Cl)C=C1 (4-iodobenzoyl chloride). The solvent is C(Cl)Cl (DCM). Conditions: time 8 hour. The product is IC1=CC=C(C(=O)N)C=C1 (4-Iodobenzamide). RXN SMILES: [N:1]1C=CC=CC=1.[I:7][C:8]1[CH:16]=[CH:15][C:11]([C:12](Cl)=[O:13])=[CH:10][CH:9]=1>C(Cl)Cl>[I:7][C:8]1[CH:16]=[CH:15][C:11]([C:12]([NH2:1])=[O:13])=[CH:10][CH:9]=1. Procedure details: The optically pure resin-bound secondary amine resin (from C) was swelled in DCM (200 mL). To the suspension was added pyridine (3.19 g) and then 4-iodobenzoyl chloride (5.3 g, 20.0 millimole). The suspension was shaken overnight. The resin was filtered and washed with 3 portions of DCM, 3 portions of methanol, 3 portions of DCM, and 3 portions of methanol. The resin was dried in vacuo overnight. Starting materials: 45.4, C(C)OC(=O)CN1C(CCCC1(C)C)(C)C (1-ethoxycarbonylmethyl-2,2,6,6-tetramethylpiperidine), C(CCCCCCC)O (1-octanol), [NH2-].[Li+] (lithium amide). Solvent: C(C)O (ethyl alcohol). The product is C(CCCCCCC)OC(=O)CN1C(CCCC1(C)C)(C)C (1-octoxycarbonylmethyl-2,2,6,6-tetramethylpiperidine). As a reaction SMILES: [CH2:1]([O:3][C:4]([CH2:6][N:7]1[C:12]([CH3:14])([CH3:13])[CH2:11][CH2:10][CH2:9][C:8]1([CH3:16])[CH3:15])=[O:5])[CH3:2].[CH2:17](O)[CH2:18][CH2:19][CH2:20][CH2:21][CH2:22]CC.[NH2-].[Li+]>C(O)C>[CH2:1]([O:3][C:4]([CH2:6][N:7]1[C:12]([CH3:14])([CH3:13])[CH2:11][CH2:10][CH2:9][C:8]1([CH3:15])[CH3:16])=[O:5])[CH2:2][CH2:17][CH2:18][CH2:19][CH2:20][CH2:21][CH3:22] |f:2.3|. Reported procedure: A mixture of 45.4 parts of 1-ethoxycarbonylmethyl-2,2,6,6-tetramethylpiperidine, 36.5 parts of 1-octanol and 0.5 part of lithium amide was heated at 110°-115°C for 48 hours, the ethyl alcohol formed during the reaction being removed by distillation. Fractional distillation of the reaction mixture gave 1-octoxycarbonylmethyl-2,2,6,6-tetramethylpiperidine having a boiling point of 120°C/0.005 mm Hg.